Dataset: the Open Reaction Database (ORD), a public repository of structured organic reaction records. Task: describe an organic reaction: reactants, conditions, products, and yield The reactants are CCOCC, OCc1cc(Cl)ccc1C(F)(F)F, ClCCl, O=[Cr](=O)([O-])Cl, c1cc[nH+]cc1. The product is O=Cc1cc(Cl)ccc1C(F)(F)F. Reaction SMILES: [CH3:28][CH2:29][O:30][CH2:31][CH3:32].[Cl:1][c:2]1[cH:3][cH:4][c:5]([C:10]([F:11])([F:12])[F:13])[c:6]([CH2:8][OH:9])[cH:7]1.[Cl:25][CH2:26][Cl:27].[O:14]=[Cr:15]([Cl:16])([O-:17])=[O:18].[nH+:19]1[cH:20][cH:21][cH:22][cH:23][cH:24]1>>[Cl:1][c:2]1[cH:3][cH:4][c:5]([C:10]([F:11])([F:12])[F:13])[c:6]([CH:8]=[O:9])[cH:7]1. Run in CO (methanol). As a reaction SMILES: [C:1]([CH2:5][O:6][C:7]1[CH:12]=[CH:11][C:10]([CH2:13][CH:14]([NH:16][CH2:17][CH:18]([OH:29])[C:19]2[CH:24]=[CH:23][CH:22]=[C:21]([C:25]([F:28])([F:27])[F:26])[CH:20]=2)[CH3:15])=[CH:9][CH:8]=1)(OC)=[O:2].[BH4-].[Na+]>CO>[OH:2][CH2:1][CH2:5][O:6][C:7]1[CH:12]=[CH:11][C:10]([CH2:13][CH:14]([NH:16][CH2:17][CH:18]([OH:29])[C:19]2[CH:24]=[CH:23][CH:22]=[C:21]([C:25]([F:27])([F:28])[F:26])[CH:20]=2)[CH3:15])=[CH:9][CH:8]=1 |f:1.2|. Procedure details: To a solution of N-[2-(4-carbomethoxymethoxyphenyl)-1-methylethyl]-2-hydroxy-2-(3-trifluoromethylphenyl)ethanamine (1.0 g) in absolute methanol (50 ml) at ambient temperature was added sodium borohydride (1.0 g) in small portions over a period of 30 minutes with vigorous stirring. The mixture was boiled under reflux for 2 hours, cooled to room temperature and the solvent removed under vacuum. The residue was partitioned between water and dichloromethane, the organic layer dried (MgSO4) and evapo... Starting materials: C(=O)(OC)COC1=CC=C(C=C1)CC(C)NCC(C1=CC(=CC=C1)C(F)(F)F)O (N-[2-(4-carbomethoxymethoxyphenyl)-1-methylethyl]-2-hydroxy-2-(3-trifluoromethylphenyl)ethanamine), [BH4-].[Na+] (sodium borohydride). Product: OCCOC1=CC=C(C=C1)CC(C)NCC(C1=CC(=CC=C1)C(F)(F)F)O (N-[2-(4-(2-Hydroxyethoxy)-phenyl)-1-methylethyl]-2-hydroxy-2-(3-trifluoromethylphenyl)ethanamine). The yield is 86.9%. The reactants are p,p′-BPA, p,p-BPA, CC(C)(C=1C=CC(=CC1)O)C=2C=CC(=CC2)O (BPA), C1(=CC=CC=C1)O (phenol), phase, CC(C)(C=1C=CC(=CC1)O)C=2C=CC(=CC2)O (BPA). Run in O (water), O (water). Yields the product OC1=CC=C(C=C1)C(C)(C)C1=CC=C(C=C1)O.C1(=CC=CC=C1)O (bisphenol A phenol). As a reaction SMILES: [CH3:1][C:2]([C:11]1[CH:12]=[CH:13][C:14]([OH:17])=[CH:15][CH:16]=1)([C:4]1[CH:5]=[CH:6][C:7]([OH:10])=[CH:8][CH:9]=1)[CH3:3].[C:18]1([OH:24])[CH:23]=[CH:22][CH:21]=[CH:20][CH:19]=1>O>[OH:10][C:7]1[CH:6]=[CH:5][C:4]([C:2]([C:11]2[CH:16]=[CH:15][C:14]([OH:17])=[CH:13][CH:12]=2)([CH3:3])[CH3:1])=[CH:9][CH:8]=1.[C:18]1([OH:24])[CH:23]=[CH:22][CH:21]=[CH:20][CH:19]=1 |f:3.4|. Procedure: A process for the preparation of high purity bisphenol A is disclosed. The multi-step process entails a) reacting phenol with acetone in the presence of an acidic ion exchanger and a sulfur-containing co-catalyst to give a product mixture that includes bisphenol A and phenol; b) continuously obtaining from the product mixture crystals of bisphenol A-phenol adduct by suspension crystallization, c) separating the adduct obtained in step (b) by solid-liquid separation to obtain a solid phase and a ...